From a dataset of the Open Reaction Database (ORD), a public repository of structured organic reaction records. describe an organic reaction: reactants, conditions, products, and yield Starting materials: [Al+3], CCS, CCOC(=O)COc1c(C(=O)OC)sc(-c2ccc3c(c2)OCO3)c1Br, [Cl-], [Cl-], [Cl-], ClCCl. The product is CCOC(=O)COc1c(C(=O)OC)sc(-c2ccc(O)c(O)c2)c1Br. As a reaction SMILES: [Al+3:31].[CH2:27]([SH:28])[CH3:29].[CH3:1][O:2][C:3](=[O:4])[c:5]1[s:6][c:7](-[c:18]2[cH:19][c:20]3[c:21]([cH:25][cH:26]2)[O:22][CH2:23][O:24]3)[c:8]([Br:17])[c:9]1[O:10][CH2:11][C:12](=[O:13])[O:14][CH2:15][CH3:16].[Cl-:30].[Cl-:32].[Cl-:33].[Cl:34][CH2:35][Cl:36]>>[CH3:1][O:2][C:3](=[O:4])[c:5]1[s:6][c:7](-[c:18]2[cH:19][c:20]([OH:24])[c:21]([OH:22])[cH:25][cH:26]2)[c:8]([Br:17])[c:9]1[O:10][CH2:11][C:12](=[O:13])[O:14][CH2:15][CH3:16]. Starting materials: COC(=O)CBr, CN(C)C=O, CCc1cc2c(O)cccc2n1Cc1ccccc1-c1ccccc1. Product: CCc1cc2c(OCC(=O)OC)cccc2n1Cc1ccccc1-c1ccccc1. RXN SMILES: [Br:26][CH2:27][C:28](=[O:29])[O:30][CH3:31].[O:32]=[CH:33][N:34]([CH3:35])[CH3:36].[c:1]1(-[c:20]2[cH:21][cH:22][cH:23][cH:24][cH:25]2)[c:2]([CH2:7][n:8]2[c:9]([CH2:18][CH3:19])[cH:10][c:11]3[c:12]([OH:17])[cH:13][cH:14][cH:15][c:16]23)[cH:3][cH:4][cH:5][cH:6]1>>[c:1]1(-[c:20]2[cH:21][cH:22][cH:23][cH:24][cH:25]2)[c:2]([CH2:7][n:8]2[c:9]([CH2:18][CH3:19])[cH:10][c:11]3[c:12]([O:17][CH2:27][C:28](=[O:29])[O:30][CH3:31])[cH:13][cH:14][cH:15][c:16]23)[cH:3][cH:4][cH:5][cH:6]1. Reactants: C([O-])([O-])=O.[K+].[K+] (Potassium carbonate), O (Water), OC=1C=C2C(C(=O)OC2=O)=CC1 (4-hydroxyphthalic anhydride), BrCCCCCCCCCCCN(C(C=C)=O)C (N-(11-bromoundecyl)-N-methyl acrylamide). Solvent: CC(=O)C (acetone), CN(C=O)C (N,N-dimethylformamide), C(C)O (ethanol). Yields the product C(C=C)(=O)N(CCCCCCCCCCCOC=1C=C(C(C(=O)O)=CC1)C(=O)O)C (4-[11-(acryloyl-methyl-amino)-undecyloxy]phthalic Acid). The yield is 22.0%. RXN SMILES: [OH:1][C:2]1[CH:3]=[C:4]2[C:9](=[O:10])[O:8][C:6](=[O:7])[C:5]2=[CH:11][CH:12]=1.Br[CH2:14][CH2:15][CH2:16][CH2:17][CH2:18][CH2:19][CH2:20][CH2:21][CH2:22][CH2:23][CH2:24][N:25]([CH3:30])[C:26](=[O:29])[CH:27]=[CH2:28].C(=O)([O-])[O-:32].[K+].[K+].O>CN(C)C=O.C(O)C.CC(C)=O>[C:26]([N:25]([CH3:30])[CH2:24][CH2:23][CH2:22][CH2:21][CH2:20][CH2:19][CH2:18][CH2:17][CH2:16][CH2:15][CH2:14][O:1][C:2]1[CH:3]=[C:4]([C:9]([OH:8])=[O:10])[C:5](=[CH:11][CH:12]=1)[C:6]([OH:32])=[O:7])(=[O:29])[CH:27]=[CH2:28] |f:2.3.4|. Reported procedure: 4-hydroxyphthalic anhydride (6.70 g; 40.8 mmol), BHT (10 mg) and N-(11-bromoundecyl)-N-methyl acrylamide (13.00 g; 40.8 mmol) were dissolved in N,N-dimethylformamide (100 ml). Potassium carbonate (5.64 g; 40.8 mmol) was added. The yellow suspension was stirred at RT. Water (200 ml) was added to the reaction mixture after 20 d and the whole stirred for 1 h at RT. An oily white solid precipitated from the initially cloudy solution. The solvent was decanted off. The residue was dissolved in dilute ... Starting materials: COC(=O)COc1cccc(NC(=O)C=Cc2ccccc2)c1, [Na+], C1CCOC1, [OH-], O. Product: O=C(O)COc1cccc(NC(=O)C=Cc2ccccc2)c1. RXN SMILES: [CH3:1][O:2][C:3]([CH2:4][O:5][c:6]1[cH:7][c:8]([NH:12][C:13]([CH:14]=[CH:15][c:16]2[cH:17][cH:18][cH:19][cH:20][cH:21]2)=[O:22])[cH:9][cH:10][cH:11]1)=[O:23].[Na+:25].[O:26]1[CH2:27][CH2:28][CH2:29][CH2:30]1.[OH-:24].[OH2:31]>>[O:2]=[C:3]([CH2:4][O:5][c:6]1[cH:7][c:8]([NH:12][C:13]([CH:14]=[CH:15][c:16]2[cH:17][cH:18][cH:19][cH:20][cH:21]2)=[O:22])[cH:9][cH:10][cH:11]1)[OH:23]. Starting materials: COC([C@@H](NC(=O)C1=C(C=CC=C1C)CC)CC1=CC=C(C=C1)C=1C(N(C(=CC1C(F)(F)F)C)C)=O)=O (N-[(2-ethyl-6-methylphenyl)carbonyl]-4-[1,6-dimethyl-4-(trifluoromethyl)-2-oxo-3-pyridinyl]-L-phenylalanine methyl ester), [OH-].[Na+] (sodium hydroxide). The solvent is C(C)O (ethanol). Yields the product C(C)C1=C(C(=CC=C1)C)C(=O)N[C@@H](CC1=CC=C(C=C1)C=1C(N(C(=CC1C(F)(F)F)C)C)=O)C(=O)O (N-[(2-ethyl-6-methylphenyl)carbonyl]-4-[1,6-dimethyl-4-(trifluoromethyl)-2-oxo-3-pyridinyl]-L-phenylalanine). The yield is 97.0%. As a reaction SMILES: C[O:2][C:3](=[O:37])[C@H:4]([CH2:17][C:18]1[CH:23]=[CH:22][C:21]([C:24]2[C:25](=[O:36])[N:26]([CH3:35])[C:27]([CH3:34])=[CH:28][C:29]=2[C:30]([F:33])([F:32])[F:31])=[CH:20][CH:19]=1)[NH:5][C:6]([C:8]1[C:13]([CH3:14])=[CH:12][CH:11]=[CH:10][C:9]=1[CH2:15][CH3:16])=[O:7].[OH-].[Na+]>C(O)C>[CH2:15]([C:9]1[CH:10]=[CH:11][CH:12]=[C:13]([CH3:14])[C:8]=1[C:6]([NH:5][C@H:4]([C:3]([OH:37])=[O:2])[CH2:17][C:18]1[CH:23]=[CH:22][C:21]([C:24]2[C:25](=[O:36])[N:26]([CH3:35])[C:27]([CH3:34])=[CH:28][C:29]=2[C:30]([F:32])([F:33])[F:31])=[CH:20][CH:19]=1)=[O:7])[CH3:16] |f:1.2|. Procedure details: A solution of N-[(2-ethyl-6-methylphenyl)carbonyl]-4-[1,6-dimethyl-4-(trifluoromethyl)-2-oxo-3-pyridinyl]-L-phenylalanine methyl ester (74 mg, 0.14 mmol), and 1 N sodium hydroxide (2 mL, 2 mmol) in ethanol (3 mL) was heated to 40-45 C for 3 h. Then, the ethanol was removed under vacuum and the residue was diluted with water. The aqueous solution was washed with diethyl ether to remove any neutral impurities. The aqueous layer was acidified with 1.0 N HCl and the product was extracted with ethyl ... The reactants are C(C)OC(=O)N1CCC2CC3=C(C2C1)C=C(S3)C (2-Methyl-3b,4,6,7,7a,8-hexahydro-1-thia-5-aza-cyclopenta[α]indene-5-carboxylic acid ethyl ester), C(Cl)(Cl)Cl (CHCl3), C1(O)=CC=C(O)C=C1 (hydroquinone), C1CC(=O)N(C1=O)Br (NBS). Solvent: CC(=O)O (AcOH). Yields the product C(C)OC(=O)N1CCC2CC3=C(C2C1)C(=C(S3)C)Br (3-Bromo-2-methyl-3b,4,6,7,7a,8-hexahydro-1-thia-5-aza-cyclopenta[α]indene-5-carboxylic acid ethyl ester). Reaction SMILES: [CH2:1]([O:3][C:4]([N:6]1[CH2:14][CH:13]2[CH:9]([CH2:10][C:11]3[S:17][C:16]([CH3:18])=[CH:15][C:12]=32)[CH2:8][CH2:7]1)=[O:5])[CH3:2].C(Cl)(Cl)Cl.C1(C=CC(O)=CC=1)O.C1C(=O)N([Br:38])C(=O)C1>CC(O)=O>[CH2:1]([O:3][C:4]([N:6]1[CH2:14][CH:13]2[CH:9]([CH2:10][C:11]3[S:17][C:16]([CH3:18])=[C:15]([Br:38])[C:12]=32)[CH2:8][CH2:7]1)=[O:5])[CH3:2]. Reported procedure: A solution of the product from step c) (411 mg, 1.55 mmol) in AcOH (3.8 ml) and CHCl3 (3.8 ml) was treated with hydroquinone (5 mg) and NBS (331 mg, 1.86 mmol) at 40° C. for 3 hours in the dark. Next, the reaction mixture was carefully quenched with sat. NaHCO3 (5 ml) and extracted with EtOAc (3×20 ml). The combined organic extracts were dried (MgSO4) and solvent evaporated in vacuo leaving the crude product that was purified by preparative TLC (hexanes:EtOAc-1:1) to give the subtitle compound. ... Reactants: C[N+]1(CCOCC1)[O-] (NMO), COC1=CC=C(CN(C2=NC(=NC(=N2)C)C=2C=C(C=NC2NC=2C=NC(=CC2)OC)C(C(F)(F)F)O)CC2=CC=C(C=C2)OC)C=C1 (1-(5-(4-(bis(4-methoxybenzyl)amino)-6-methyl-1,3,5-triazin-2-yl)-6-(6-methoxypyridin-3-ylamino)pyridin-3-yl)-2,2,2-trifluoroethanol). Reagents/catalysts: CCC[N+](CCC)(CCC)CCC.[O-][Ru](=O)(=O)=O (TPAP). Run in ClCCl (dichloromethane). Conditions: time 1 hour. Yields the product crude residue, COC1=CC=C(CN(C2=NC(=NC(=N2)C)C=2C=C(C=NC2NC=2C=NC(=CC2)OC)C(C(F)(F)F)=O)CC2=CC=C(C=C2)OC)C=C1 (1-(5-(4-(bis(4-methoxybenzyl)amino)-6-methyl-1,3,5-triazin-2-yl)-6-(6-methoxypyridin-3-ylamino)pyridin-3-yl)-2,2,2-trifluoroethanone). RXN SMILES: [CH3:1][O:2][C:3]1[CH:47]=[CH:46][C:6]([CH2:7][N:8]([CH2:37][C:38]2[CH:43]=[CH:42][C:41]([O:44][CH3:45])=[CH:40][CH:39]=2)[C:9]2[N:14]=[C:13]([CH3:15])[N:12]=[C:11]([C:16]3[CH:17]=[C:18]([CH:31]([OH:36])[C:32]([F:35])([F:34])[F:33])[CH:19]=[N:20][C:21]=3[NH:22][C:23]3[CH:24]=[N:25][C:26]([O:29][CH3:30])=[CH:27][CH:28]=3)[N:10]=2)=[CH:5][CH:4]=1.C[N+]1([O-])CCOCC1>ClCCl.CCC[N+](CCC)(CCC)CCC.[O-][Ru](=O)(=O)=O>[CH3:1][O:2][C:3]1[CH:4]=[CH:5][C:6]([CH2:7][N:8]([CH2:37][C:38]2[CH:39]=[CH:40][C:41]([O:44][CH3:45])=[CH:42][CH:43]=2)[C:9]2[N:14]=[C:13]([CH3:15])[N:12]=[C:11]([C:16]3[CH:17]=[C:18]([C:31](=[O:36])[C:32]([F:34])([F:33])[F:35])[CH:19]=[N:20][C:21]=3[NH:22][C:23]3[CH:24]=[N:25][C:26]([O:29][CH3:30])=[CH:27][CH:28]=3)[N:10]=2)=[CH:46][CH:47]=1 |f:3.4|. Procedure details: To a stirred solution of 1-(5-(4-(bis(4-methoxybenzyl)amino)-6-methyl-1,3,5-triazin-2-yl)-6-(6-methoxypyridin-3-ylamino)pyridin-3-yl)-2,2,2-trifluoroethanol (preparation described previously in Example 269) (104 mg, 0.161 mmol) and 4 Å molecular sieves in dichloromethane (3.00 mL) was added TPAP (Sigma Aldrich, Inc., 5.64 mg, 0.016 mmol), NMO (Sigma Aldrich, Inc.), 24.45 mg, 0.209 mmol) at room temperature and the mixture was stirred at the same temperature for 1 h and then concentrated. The dar...